Dataset: the Open Reaction Database (ORD), a public repository of structured organic reaction records. Task: describe an organic reaction: reactants, conditions, products, and yield Starting materials: COc1c(N)ccc2c1CCC(N1CCN(C)CC1)CC2, NC(=O)C1C2C=CC(C2)C1Nc1nc(Cl)ncc1Cl. The product is COc1c(Nc2ncc(Cl)c(NC3C4C=CC(C4)C3C(N)=O)n2)ccc2c1CCC(N1CCN(C)CC1)CC2. Reaction SMILES: [CH3:1][O:2][c:3]1[c:4]([NH2:21])[cH:5][cH:6][c:7]2[c:8]1[CH2:9][CH2:10][CH:11]([N:14]1[CH2:15][CH2:16][N:17]([CH3:20])[CH2:18][CH2:19]1)[CH2:12][CH2:13]2.[Cl:22][c:23]1[n:24][cH:25][c:26]([Cl:40])[c:27]([NH:29][CH:30]2[CH:31]([C:37](=[O:38])[NH2:39])[CH:32]3[CH:33]=[CH:34][CH:35]2[CH2:36]3)[n:28]1>>[CH3:1][O:2][c:3]1[c:4]([NH:21][c:23]2[n:24][cH:25][c:26]([Cl:40])[c:27]([NH:29][CH:30]3[CH:31]([C:37](=[O:38])[NH2:39])[CH:32]4[CH:33]=[CH:34][CH:35]3[CH2:36]4)[n:28]2)[cH:5][cH:6][c:7]2[c:8]1[CH2:9][CH2:10][CH:11]([N:14]1[CH2:15][CH2:16][N:17]([CH3:20])[CH2:18][CH2:19]1)[CH2:12][CH2:13]2.